The task is: describe an organic reaction: reactants, conditions, products, and yield. This data is from the Open Reaction Database (ORD), a public repository of structured organic reaction records. Starting materials: C(C)(=O)C1=C(NC=2C=CNC(C2C1C1=C(C=C(C#N)C=C1)OC(F)(F)F)=O)C (4-(3-Acetyl-2-methyl-5-oxo-1,4,5,6-tetrahydro-1,6-naphthyridin-4-yl)-3-(trifluoromethoxy)benzonitrile), C([O-])(O)=O.[Na+] (sodium bicarbonate), FC(S(=O)(=O)OCC)(F)F (ethyl trifluoromethanesulfonate), N″′-(tert-butyl)-N,N′,N″-tris[tris(dimethylamino)-phosphoranylidene]phosphorimide triamide. Run in C1CCOC1 (THF). Conditions: time 5 minute. Yields the product C(C)(=O)C1=C(NC2=CC=NC(=C2C1C1=C(C=C(C#N)C=C1)OC(F)(F)F)OCC)C (4-(3-Acetyl-5-ethoxy-2-methyl-1,4-dihydro-1,6-naphthyridin-4-yl)-3-(trifluoromethoxy)benzonitrile). RXN SMILES: [C:1]([C:4]1[CH:13]([C:14]2[CH:21]=[CH:20][C:17]([C:18]#[N:19])=[CH:16][C:15]=2[O:22][C:23]([F:26])([F:25])[F:24])[C:12]2[C:11](=[O:27])[NH:10][CH:9]=[CH:8][C:7]=2[NH:6][C:5]=1[CH3:28])(=[O:3])[CH3:2].FC(F)(F)S(O[CH2:35][CH3:36])(=O)=O.C(=O)(O)[O-].[Na+]>C1COCC1>[C:1]([C:4]1[CH:13]([C:14]2[CH:21]=[CH:20][C:17]([C:18]#[N:19])=[CH:16][C:15]=2[O:22][C:23]([F:26])([F:25])[F:24])[C:12]2[C:7](=[CH:8][CH:9]=[N:10][C:11]=2[O:27][CH2:35][CH3:36])[NH:6][C:5]=1[CH3:28])(=[O:3])[CH3:2] |f:2.3|. Procedure details: 2.40 g (6.16 mmol) of 4-(3-acetyl-2-methyl-5-oxo-1,4,5,6-tetrahydro-1,6-naphthyridin-4-yl)-3-(trifluoromethoxy)benzonitrile (example 10A) are suspended in 5 ml of abs. THF and, after addition of 6.78 ml (6.78 mmol) of N″′-(tert-butyl)-N,N′,N″-tris[tris(dimethylamino)-phosphoranylidene]phosphorimide triamide (phosphazene base P4-t-Bu; 1 M in hexane), stirred for 5 min. Then 1.32 g (7.40 mmol) of ethyl trifluoromethanesulfonate are added. After stirring for a further 5 min, the mixture is hydrolyz... Starting materials: gas, solution, C(CCC)[Li] (n-butyllithium), C(=C)(C)C#C (Isopropenylacetylene), C(=O)C=C (acrolein), [NH4+].[Cl-] (NH4Cl). Solvent: CCCCCC (hexane), O1CCCC1 (tetrahydrofuran). Product: CC(C#CC(C=C)O)=C (6-Methyl-1,6-heptadien-4-yn-3-ol). RXN SMILES: [C:1]([C:4]#[CH:5])([CH3:3])=[CH2:2].C([Li])CCC.[CH:11]([CH:13]=[CH2:14])=[O:12].[NH4+].[Cl-]>CCCCCC.O1CCCC1>[CH3:2][C:1](=[CH2:3])[C:4]#[C:5][CH:11]([OH:12])[CH:13]=[CH2:14] |f:3.4|. Procedure: 10 g Isopropenylacetylene are taken up in abs. tetrahydrofuran and under an inert gas 94.5 ml of 1.6M solution of n-butyllithium in hexane added dropwise at -20°. The mixture is then cooled to -78° and 8.5 g of acrolein added dropwise. The reaction mixture is warmed to room temperature, poured into saturated aqueous NH4Cl and repeatedly extracted with ether. The organic phase is washed, dried and concentrated in vacuum. An oil is obtained.